From a dataset of the Open Reaction Database (ORD), a public repository of structured organic reaction records. describe an organic reaction: reactants, conditions, products, and yield The reactants are C(CCC)OCCOC1=CC=C(C=C1)C=1C=CC2=C(C=C(CCN2CC2(OCCO2)C)C(=O)O)C1 (7-[4-(2-butoxyethoxy)phenyl]-1-[(2-methyl-1,3-dioxolan-2-yl)methyl]-2,3-dihydro-1H-1-benzazepine-4-carboxylic acid), S(=O)(Cl)Cl (thionyl chloride), CN(C)C=O (DMF), CN(C1CCOCC1)CC1=CC=C(N)C=C1 (4-[[N-methyl-N-(tetrahydropyran-4-yl)amino]methyl]aniline). Product: N1CCC(=CC2=C1C=CC=C2)C(=O)N (2,3-dihydro-1H-1-benzazepine-4-carboxamide). Run in C1CCOC1 (THF), C1CCOC1 (THF), C(C)N(CC)CC (triethylamine), O (water). Procedure: To a solution of 7-[4-(2-butoxyethoxy)phenyl]-1-[(2-methyl-1,3-dioxolan-2-yl)methyl]-2,3-dihydro-1H-1-benzazepine-4-carboxylic acid (300 mg) in THF (10 ml) were added thionyl chloride (0.068 ml) and DMF (one droplet) at room temperature, and the mixture was stirred for 1 hour. The reaction mixture was added dropwise to a solution of 4-[[N-methyl-N-(tetrahydropyran-4-yl)amino]methyl]aniline (151 mg) and triethylamine (0.7 ml) in THF (3 ml) at 0° C. The mixture was stirred at room temperature for ... Reaction SMILES: C(OCCOC1C=CC([C:15]2[CH:16]=[CH:17][C:18]3[N:24](CC4(C)OCCO4)[CH2:23][CH2:22][C:21]([C:32](O)=[O:33])=[CH:20][C:19]=3[CH:35]=2)=CC=1)CCC.S(Cl)(Cl)=O.C[N:41](C=O)C.CN(CC1C=CC(N)=CC=1)C1CCOCC1>C1COCC1.O.C(N(CC)CC)C>[NH:24]1[C:18]2[CH:17]=[CH:16][CH:15]=[CH:35][C:19]=2[CH:20]=[C:21]([C:32]([NH2:41])=[O:33])[CH2:22][CH2:23]1. Reaction conditions: time 1 hour. The reactants are O=S1(=O)CCC(NCc2ccccc2)CC1, CCO, [H][H], [OH-], [OH-], [Pd+2]. Yields the product NC1CCS(=O)(=O)CC1. Reaction SMILES: [CH2:1]([c:2]1[cH:3][cH:4][cH:5][cH:6][cH:7]1)[NH:8][CH:9]1[CH2:10][CH2:11][S:12](=[O:15])(=[O:16])[CH2:13][CH2:14]1.[CH3:22][CH2:23][OH:24].[H:17][H:18].[OH-:19].[OH-:21].[Pd+2:20]>>[NH2:8][CH:9]1[CH2:10][CH2:11][S:12](=[O:15])(=[O:16])[CH2:13][CH2:14]1. Starting materials: [Al+3], [H-], [H-], [H-], [H-], [Li+], [Na+], CCOC(=O)Cc1c2c(nn1-c1ccccc1)c(=O)[nH]c1ccccc12, C1CCOC1, [OH-], O. The product is O=c1[nH]c2ccccc2c2c(CCO)n(-c3ccccc3)nc12. Reaction SMILES: [Al+3:28].[H-:27].[H-:30].[H-:31].[H-:32].[Li+:29].[Na+:35].[O:1]=[c:2]1[nH:3][c:4]2[cH:5][cH:6][cH:7][cH:8][c:9]2[c:10]2[c:11]1[n:12][n:13](-[c:21]1[cH:22][cH:23][cH:24][cH:25][cH:26]1)[c:14]2[CH2:15][C:16](=[O:17])[O:18][CH2:19][CH3:20].[O:36]1[CH2:37][CH2:38][CH2:39][CH2:40]1.[OH-:34].[OH2:33]>>[O:1]=[c:2]1[nH:3][c:4]2[cH:5][cH:6][cH:7][cH:8][c:9]2[c:10]2[c:11]1[n:12][n:13](-[c:21]1[cH:22][cH:23][cH:24][cH:25][cH:26]1)[c:14]2[CH2:15][CH2:16][OH:17]. Reactants: FC(C1=CC(=NC=2N1N=CC2C(=O)O)C2=CC(=C(C=C2)C(F)(F)F)F)F (7-difluoromethyl-5-(3-fluoro-4-trifluoromethyl-phenyl)-pyrazolo[1,5-a]pyrimidine-3-carboxylic acid), NC1=NC=C(C(=N)NO)C=C1 (6-amino-N-hydroxy-nicotinamidine). Product: FC(C1=CC(=NC=2N1N=CC2C2=NC(=NO2)C=2C=CC(=NC2)N)C2=CC(=C(C=C2)C(F)(F)F)F)F (5-{5-[7-Difluoromethyl-5-(3-fluoro-4-trifluoromethyl-phenyl)-pyrazolo[1,5-a]pyrimidin-3-yl]-[1,2,4]oxadiazol-3-yl}-pyridin-2-ylamine). RXN SMILES: [F:1][CH:2]([F:26])[C:3]1[N:8]2[N:9]=[CH:10][C:11]([C:12](O)=[O:13])=[C:7]2[N:6]=[C:5]([C:15]2[CH:20]=[CH:19][C:18]([C:21]([F:24])([F:23])[F:22])=[C:17]([F:25])[CH:16]=2)[CH:4]=1.[NH2:27][C:28]1[CH:37]=[CH:36][C:31]([C:32]([NH:34]O)=[NH:33])=[CH:30][N:29]=1>>[F:26][CH:2]([F:1])[C:3]1[N:8]2[N:9]=[CH:10][C:11]([C:12]3[O:13][N:34]=[C:32]([C:31]4[CH:36]=[CH:37][C:28]([NH2:27])=[N:29][CH:30]=4)[N:33]=3)=[C:7]2[N:6]=[C:5]([C:15]2[CH:20]=[CH:19][C:18]([C:21]([F:23])([F:22])[F:24])=[C:17]([F:25])[CH:16]=2)[CH:4]=1. Reported procedure: The title compound was prepared from 7-difluoromethyl-5-(3-fluoro-4-trifluoromethyl-phenyl)-pyrazolo[1,5-a]pyrimidine-3-carboxylic acid (example C.16) (188 mg, 0.5 mmol) and 6-amino-N-hydroxy-nicotinamidine (example B.4) (114 mg, 0.75 mmol) according to general procedure II. Obtained after flash chromatography on silica gel (ethyl acetate/heptane) and further purification by crystallization (dichloromethane/hexane) as a yellow solid (86 mg, 35%). MS (EI) 491.1 [(M)+]; mp 242° C. Starting materials: O1CCCC1 (tetrahydrofuran), Cl.NC1=C(C=C(C(=C1)OCCCCCCCCCCCCCCCC)C)O (2-amino-4-hexadecyloxy-5-methylphenol hydrochloride), COCCOC1=C(C=C(C=C1)[N+](=O)[O-])S(=O)(=O)Cl (4-(2-methoxyethoxy)nitrobenzene-3-sulfonyl chloride), ice water, Cl (hydrochloric acid). Run in N1=CC=CC=C1 (pyridine). Conditions: time 3 hour. The product is COCCOC1=C(C=C(C=C1)[N+](=O)[O-])S(=O)(=O)NC1=C(C=C(C(=C1)OCCCCCCCCCCCCCCCC)C)O (2-[2'-(2-Methoxyethoxy)-5'-nitrobenzenesulfonamido]-4-hexadecyloxy-5-methylphenol). Reaction SMILES: Cl.[NH2:2][C:3]1[CH:8]=[C:7]([O:9][CH2:10][CH2:11][CH2:12][CH2:13][CH2:14][CH2:15][CH2:16][CH2:17][CH2:18][CH2:19][CH2:20][CH2:21][CH2:22][CH2:23][CH2:24][CH3:25])[C:6]([CH3:26])=[CH:5][C:4]=1[OH:27].[CH3:28][O:29][CH2:30][CH2:31][O:32][C:33]1[CH:38]=[CH:37][C:36]([N+:39]([O-:41])=[O:40])=[CH:35][C:34]=1[S:42](Cl)(=[O:44])=[O:43].O1CCCC1.Cl>N1C=CC=CC=1>[CH3:28][O:29][CH2:30][CH2:31][O:32][C:33]1[CH:38]=[CH:37][C:36]([N+:39]([O-:41])=[O:40])=[CH:35][C:34]=1[S:42]([NH:2][C:3]1[CH:8]=[C:7]([O:9][CH2:10][CH2:11][CH2:12][CH2:13][CH2:14][CH2:15][CH2:16][CH2:17][CH2:18][CH2:19][CH2:20][CH2:21][CH2:22][CH2:23][CH2:24][CH3:25])[C:6]([CH3:26])=[CH:5][C:4]=1[OH:27])(=[O:44])=[O:43] |f:0.1|. Reported procedure: 20 g of 2-amino-4-hexadecyloxy-5-methylphenol hydrochloride and 18 g of 4-(2-methoxyethoxy)nitrobenzene-3-sulfonyl chloride prepared as described in Step (a) above were added to a mixture of 100 ml of tetrahydrofuran and 10 ml of pyridine and the mixture was stirred at room temperature for 3 hours. The reaction mixture was added to a mixture of 300 ml of ice water and 50 ml of concentrated hydrochloric acid with stirring. The crystals thus-precipitated were recovered with filtration, washed with... The reactants are OCCCN1N=CC(=C1)C=1C=CC(=C2C(N(CC12)C)=O)NC1=NC(=NC=C1C(F)(F)F)NC1=C(C=C(CP(OCC)(OCC)=O)C=C1)OC (diethyl (4-{[4-({7-[1-(3-hydroxypropyl)-1H-pyrazol-4-yl]-2-methyl-3-oxo-2,3-dihydro-1H-isoindol-4-yl}amino)-5-(trifluoromethyl)pyrimidin-2-yl]amino}-3-methoxybenzyl)phosphonate), NC=1C(=NC(=CC1)C=1C=NN(C1C#N)CCCO)C(=O)NC (3-amino-6-[5-cyano-1-(3-hydroxypropyl)-1H-pyrazol-4-yl]-N-methylpyridine-2-carboxamide), NC=1C(=NC(=CC1)C=1C=NN(C1C#N)CCCO)C(=O)NC (3-amino-6-[5-cyano-1-(3-hydroxypropyl)-1H-pyrazol-4-yl]-N-methylpyridine-2-carboxamide), C(C)OP1(OCCCCN2N=CC(C3=NC(=C(NC4=C(C=NC(NC5=CC=C(C1)C=C5)=N4)C(F)(F)F)C=C3)C(=O)NC)=C2)=O (11-ethoxy-N-methyl-21-(trifluoromethyl)-10-oxa-4,5,17,19,23,26,29-heptaaza-11-phosphapentacyclo[22.2.2.213,16.12,5.118,22]dotriaconta-1(26),2(32),3,13,15,18(29),19,21,24,27,30-undecaene-25-carboxamide 11-oxide), C(C)OP1(OCCCCN2N=CC(C3=NC(=C(NC4=C(C=NC(NC5=CC=C(C1)C=C5)=N4)C(F)(F)F)C=C3)C(=O)NC)=C2)=O (11-ethoxy-N-methyl-21-(trifluoromethyl)-10-oxa-4,5,17,19,23,26,29-heptaaza-11-phosphapentacyclo[22.2.2.213,16.12,5.118,22]dotriaconta-1(26),2(32),3,13,15,18(29),19,21,24,27,30-undecaene-25-carboxamide 11-oxide). Yields the product C(#N)C1=C(C=NN1CCCO)C1=CC=C(C(=N1)C(NC)=O)NC1=NC(=NC=C1C(F)(F)F)NC1=C(C=C(CP(OCC)(OCC)=O)C=C1)OC (diethyl (4-{[4-({6-[5-cyano-1-(3-hydroxypropyl)-1H-pyrazol-4-yl]-2-(methylcarbamoyl)pyridin-3-yl}amino)-5-(trifluoromethyl)pyrimidin-2-yl]amino}-3-methoxybenzyl)phosphonate). Isolated yield 55.0%. As a reaction SMILES: OCCCN1C=C(C2C=CC(N[C:22]3[C:27]([C:28]([F:31])([F:30])[F:29])=[CH:26][N:25]=[C:24]([NH:32][C:33]4[CH:47]=[CH:46][C:36]([CH2:37][P:38](=[O:45])([O:42][CH2:43][CH3:44])[O:39][CH2:40][CH3:41])=[CH:35][C:34]=4[O:48][CH3:49])[N:23]=3)=C3C=2CN(C)C3=O)C=N1.C(OP1(=O)CC2C=CC(=CC=2)NC2=NC(=C(C(F)(F)F)C=N2)NC2C=CC(=NC=2C(NC)=O)C2=CN(N=C2)CCCCO1)C.[NH2:94][C:95]1[C:96]([C:112]([NH:114][CH3:115])=[O:113])=[N:97][C:98]([C:101]2[CH:102]=[N:103][N:104]([CH2:108][CH2:109][CH2:110][OH:111])[C:105]=2[C:106]#[N:107])=[CH:99][CH:100]=1>>[C:106]([C:105]1[N:104]([CH2:108][CH2:109][CH2:110][OH:111])[N:103]=[CH:102][C:101]=1[C:98]1[N:97]=[C:96]([C:112](=[O:113])[NH:114][CH3:115])[C:95]([NH:94][C:26]2[C:27]([C:28]([F:29])([F:30])[F:31])=[CH:22][N:23]=[C:24]([NH:32][C:33]3[CH:47]=[CH:46][C:36]([CH2:37][P:38](=[O:45])([O:42][CH2:43][CH3:44])[O:39][CH2:40][CH3:41])=[CH:35][C:34]=3[O:48][CH3:49])[N:25]=2)=[CH:100][CH:99]=1)#[N:107]. Reported procedure: Prepared analogously to Compound 1B using diethyl (4-{[4-chloro-5-(trifluoromethyl)pyrimidin-2-yl]amino}-3-methoxybenzyl)phosphonate (Compound 1 E, 218 mg, 0.480 mmol) and 3-amino-6-[5-cyano-1-(3-hydroxypropyl)-1H-pyrazol-4-yl]-N-methylpyridine-2-carboxamide (Compound 53C, 151 mg, 0.504 mmol) to afford 191 mg of the title compound (55%). 1H NMR (400 MHz, CD3OD) δ 9.19 (br. s., 1H), 8.47 (s, 1H), 8.38 (s, 1H), 7.91 (d, J=8.8 Hz, 1H), 7.69 (br. s., 1H), 7.08 (s, 1H), 6.98 (d, J=7.8 Hz, 1H), 4.52 (... Starting materials: NCCCCCCCCCCCCN (1,12-diaminododecane), C(C)N=C=S (ethyl isothiocyanate). Run in CCOCC (ether). Yields the product C(C)NC(=S)NCCCCCCCCCCCCN (1-ethyl-3-(aminododecyl) thiourea). As a reaction SMILES: [NH2:1][CH2:2][CH2:3][CH2:4][CH2:5][CH2:6][CH2:7][CH2:8][CH2:9][CH2:10][CH2:11][CH2:12][CH2:13][NH2:14].[CH2:15]([N:17]=[C:18]=[S:19])[CH3:16]>CCOCC>[CH2:15]([NH:17][C:18]([NH:1][CH2:2][CH2:3][CH2:4][CH2:5][CH2:6][CH2:7][CH2:8][CH2:9][CH2:10][CH2:11][CH2:12][CH2:13][NH2:14])=[S:19])[CH3:16]. Procedure details: 22 grams (.110 mole) of 1,12-diaminododecane in 300 cc ether was reacted via dropwise addition with 5 grams (0.058 mole) ethyl isothiocyanate. The precipitate was filtered, washed with ether and recrystallized from alcohol yielding 6 grams of the thiourea derivative. Reactants: C#Cc1ccc(-c2ccc(Cl)cc2)cn1, Ic1ccc2c(c1)CCN2CCN1CCCC1. The product is Clc1ccc(-c2ccc(C#Cc3ccc4c(c3)CCN4CCN3CCCC3)nc2)cc1. As a reaction SMILES: [Cl:18][c:19]1[cH:20][cH:21][c:22](-[c:25]2[cH:26][cH:27][c:28]([C:31]#[CH:32])[n:29][cH:30]2)[cH:23][cH:24]1.[I:1][c:2]1[cH:3][c:4]2[c:8]([cH:9][cH:10]1)[N:7]([CH2:11][CH2:12][N:13]1[CH2:14][CH2:15][CH2:16][CH2:17]1)[CH2:6][CH2:5]2>>[c:2]1([C:32]#[C:31][c:28]2[cH:27][cH:26][c:25](-[c:22]3[cH:21][cH:20][c:19]([Cl:18])[cH:24][cH:23]3)[cH:30][n:29]2)[cH:3][c:4]2[c:8]([cH:9][cH:10]1)[N:7]([CH2:11][CH2:12][N:13]1[CH2:14][CH2:15][CH2:16][CH2:17]1)[CH2:6][CH2:5]2. Starting materials: C(=O)(C(F)(F)F)O (TFA), C(C)(C)(C)C1=NOC(=C1)NC(=O)NC1=C(C=CC(=C1)C1=CC2=C(N=C(N=C2)S(=O)C)N(C1=O)C)F (1-(3-t-butylisoxazol-5-yl)-3-(2-fluoro-5-(8-methyl-2-(methylsulfinyl)-7-oxo-7,8-dihydropyrido[2,3-d]pyrimidin-6-yl)phenyl)urea), CN(C)CCN (unsym-dimethylethylenediamine). Solvent: CN(C)C=O (DMF), [Cl-].[Na+].O (brine). Reaction conditions: time 1 hour. The product is C(C)(C)(C)C1=NOC(=C1)NC(=O)NC1=C(C=CC(=C1)C1=CC2=C(N=C(N=C2)NCCN(C)C)N(C1=O)C)F (1-(3-t-butylisoxazol-5-yl)-3-(5-(2-(2-(dimethylamino)ethylamino)-8-methyl-7-oxo-7,8-dihydropyrido[2,3-d]pyrimidin-6-yl)-2-fluorophenyl)urea). The yield is 23.5%. Reaction SMILES: [C:1]([C:5]1[CH:9]=[C:8]([NH:10][C:11]([NH:13][C:14]2[CH:19]=[C:18]([C:20]3[C:32](=[O:33])[N:31]([CH3:34])[C:23]4[N:24]=[C:25](S(C)=O)[N:26]=[CH:27][C:22]=4[CH:21]=3)[CH:17]=[CH:16][C:15]=2[F:35])=[O:12])[O:7][N:6]=1)([CH3:4])([CH3:3])[CH3:2].[CH3:36][N:37]([CH2:39][CH2:40][NH2:41])[CH3:38].C(O)(C(F)(F)F)=O>CN(C=O)C.[Cl-].[Na+].O>[C:1]([C:5]1[CH:9]=[C:8]([NH:10][C:11]([NH:13][C:14]2[CH:19]=[C:18]([C:20]3[C:32](=[O:33])[N:31]([CH3:34])[C:23]4[N:24]=[C:25]([NH:41][CH2:40][CH2:39][N:37]([CH3:38])[CH3:36])[N:26]=[CH:27][C:22]=4[CH:21]=3)[CH:17]=[CH:16][C:15]=2[F:35])=[O:12])[O:7][N:6]=1)([CH3:4])([CH3:3])[CH3:2] |f:4.5.6|. Reported procedure: To a stirring solution of 1-(3-t-butylisoxazol-5-yl)-3-(2-fluoro-5-(8-methyl-2-(methylsulfinyl)-7-oxo-7,8-dihydropyrido[2,3-d]pyrimidin-6-yl)phenyl)urea from Example 43 (0.125 g, 0.251 mmol, 1.00 eq) in DMF (2.50 ml) at 0° C. was added unsym-dimethylethylenediamine (0.138 ml, 1.25 mmol, 5.00 eq). After 1 h, the completed reaction was diluted with brine (5 ml) and left to stir overnight. The solids were collected by filtration, rinsed well with H2O and dried on the filter to afford crude desired ... Starting materials: CCOC=Nc1ccc(C(=O)OCC)cc1, CNc1ccccc1OC, CCO. Yields the product CCOC(=O)c1ccc(N=CN(C)c2ccccc2OC)cc1. As a reaction SMILES: [CH2:1]([CH3:2])[O:3][C:4](=[O:5])[c:6]1[cH:7][cH:8][c:9]([N:12]=[CH:13][O:14][CH2:15][CH3:16])[cH:10][cH:11]1.[CH3:17][O:18][c:19]1[c:20]([NH:21][CH3:22])[cH:23][cH:24][cH:25][cH:26]1.[CH3:27][CH2:28][OH:29]>>[CH2:1]([CH3:2])[O:3][C:4](=[O:5])[c:6]1[cH:7][cH:8][c:9]([N:12]=[CH:13][N:21]([c:20]2[c:19]([O:18][CH3:17])[cH:26][cH:25][cH:24][cH:23]2)[CH3:22])[cH:10][cH:11]1.